The task is: describe an organic reaction: reactants, conditions, products, and yield. This data is from the Open Reaction Database (ORD), a public repository of structured organic reaction records. Reactants: CO, CN1c2ccc(C#CCOC3CCCCO3)cc2C(O)=C(C(=O)NCc2ccc(Cl)cc2)S1(=O)=O. The product is CN1c2ccc(C#CCO)cc2C(O)=C(C(=O)NCc2ccc(Cl)cc2)S1(=O)=O. As a reaction SMILES: [CH3:36][OH:37].[Cl:1][c:2]1[cH:3][cH:4][c:5]([CH2:6][NH:7][C:8](=[O:9])[C:10]2=[C:15]([OH:16])[c:14]3[c:13]([cH:20][cH:19][c:18]([C:21]#[C:22][CH2:23][O:24][CH:25]4[CH2:26][CH2:27][CH2:28][CH2:29][O:30]4)[cH:17]3)[N:12]([CH3:31])[S:11]2(=[O:32])=[O:33])[cH:34][cH:35]1>>[Cl:1][c:2]1[cH:3][cH:4][c:5]([CH2:6][NH:7][C:8](=[O:9])[C:10]2=[C:15]([OH:16])[c:14]3[c:13]([cH:20][cH:19][c:18]([C:21]#[C:22][CH2:23][OH:24])[cH:17]3)[N:12]([CH3:31])[S:11]2(=[O:32])=[O:33])[cH:34][cH:35]1. Reactants: ClCCl, O=C(O)C(F)(F)F, CC1CC(O)c2ncnc(C3CCN(C(=O)OC(C)(C)C)CC3)c21. The product is CC1CC(O)c2ncnc(C3CCNCC3)c21. RXN SMILES: [Cl:32][CH2:33][Cl:34].[F:1][C:2]([F:3])([F:4])[C:5]([OH:6])=[O:7].[OH:8][CH:9]1[CH2:10][CH:11]([CH3:31])[c:12]2[c:13]1[n:14][cH:15][n:16][c:17]2[CH:18]1[CH2:19][CH2:20][N:21]([C:24]([O:25][C:26]([CH3:27])([CH3:28])[CH3:29])=[O:30])[CH2:22][CH2:23]1>>[OH:8][CH:9]1[CH2:10][CH:11]([CH3:31])[c:12]2[c:13]1[n:14][cH:15][n:16][c:17]2[CH:18]1[CH2:19][CH2:20][NH:21][CH2:22][CH2:23]1. Starting materials: C(=O)([O-])[O-].[Na+].[Na+] (Na2CO3), C(C)N1S(CC2=C1C=CC(=C2[N+](=O)[O-])F)(=O)=O (1-ethyl-5-fluoro-1,3-dihydro-4-nitro-2,1-benzisothiazole 2,2-dioxide), Cl[Sn]Cl.O (SnCl2.H2O). Run in C(C)(=O)OCC (ethyl acetate), C(C)(=O)OCC (ethyl acetate). Reaction conditions: time 12 hour. The product is C(C)N1S(CC=2C1=CC=C(C2N)F)(=O)=O (1-Ethyl-5-fluoro-1,3-dihydro-2,1-benzisothiazol-4-amine 2,2-dioxide). Yield: 74.3%. As a reaction SMILES: [CH2:1]([N:3]1[C:7]2[CH:8]=[CH:9][C:10]([F:15])=[C:11]([N+:12]([O-])=O)[C:6]=2[CH2:5][S:4]1(=[O:17])=[O:16])[CH3:2].Cl[Sn]Cl.O.C([O-])([O-])=O.[Na+].[Na+]>C(OCC)(=O)C>[CH2:1]([N:3]1[C:7]2=[CH:8][CH:9]=[C:10]([F:15])[C:11]([NH2:12])=[C:6]2[CH2:5][S:4]1(=[O:17])=[O:16])[CH3:2] |f:1.2,3.4.5|. Reported procedure: A mixture of 1-ethyl-5-fluoro-1,3-dihydro-4-nitro-2,1-benzisothiazole 2,2-dioxide (1.0 g, 3.8 mmol) and SnCl2.H2O (4.34 g, 19.2 mmol) in ethyl acetate (50 mL) was heated at reflux for 3 h. After completion of the reaction based on thin layer chromatography, the mixture was diluted with ethyl acetate (100 mL) and solid Na2CO3 (12.5 g) was added. The resulting mixture was vigorously stirred for 12 h and then filtered through a pad of diatomaceous earth (Celite®). The filtrate was then evaporated u... Reactants: ClC1=CC(=C(C=C1)O)[N+](=O)[O-] (4-chloro-2-nitrophenol), C1(=CC=CC=C1)C1C(O1)C(=O)OCC (ethyl 3-phenyloxirane-2-carboxylate), [H-].[Na+] (sodium hydride). Run in C(Cl)(Cl)Cl (chloroform), C(C)O (ethanol). Product: OC(C(=O)OCC)C(C1=CC=CC=C1)OC1=C(C=C(C=C1)Cl)[N+](=O)[O-] (Ethyl 2-hydroxy-3-(4-chloro-2-nitrophenoxy)-3-phenylpropanoate). The yield is 32.6%. Reaction SMILES: [Cl:1][C:2]1[CH:7]=[CH:6][C:5]([OH:8])=[C:4]([N+:9]([O-:11])=[O:10])[CH:3]=1.[C:12]1([CH:18]2[O:20][CH:19]2[C:21]([O:23][CH2:24][CH3:25])=[O:22])[CH:17]=[CH:16][CH:15]=[CH:14][CH:13]=1.[H-].[Na+]>C(O)C.C(Cl)(Cl)Cl>[OH:20][CH:19]([CH:18]([O:8][C:5]1[CH:6]=[CH:7][C:2]([Cl:1])=[CH:3][C:4]=1[N+:9]([O-:11])=[O:10])[C:12]1[CH:13]=[CH:14][CH:15]=[CH:16][CH:17]=1)[C:21]([O:23][CH2:24][CH3:25])=[O:22] |f:2.3|. Procedure: To a stirred mixture of 4-chloro-2-nitrophenol (11.68 g, 67.32 mmol), ethyl 3-phenyloxirane-2-carboxylate (9.61 g, 50.00 mmol) in ethanol (200 mL) was added portionwise 60% sodium hydride (738 mg, 20.00 mmol) and the red mixture stirred at reflux for 3 days. The solvent was removed in vacuo. The residue was dissolved in chloroform and extracted three times with 10% aqueous potassium carbonate. The organic layer was washed with water and brine, dried, filtered and evaporated to afford a brown res...